From a dataset of the Open Reaction Database (ORD), a public repository of structured organic reaction records. describe an organic reaction: reactants, conditions, products, and yield The reactants are BrC=1C(=NOC1N)C (4-bromo-3-methyl-5-amino isoxazole), [H-].[Na+] (NaH), C1(=CC=CC=C1)P(=O)(C1=CC=CC=C1)Cl (diphenyl phosphinic chloride). Solvent: C1CCOC1 (THF). The product is BrC=1C(=NOC1NP(=O)(C1=CC=CC=C1)C1=CC=CC=C1)C (N-(4-bromo-3-methyl-5-isoxazolyl)diphenyl phosphinic amide), faint pink crystals. The yield is 45.0%. RXN SMILES: [Br:1][C:2]1[C:3]([CH3:8])=[N:4][O:5][C:6]=1[NH2:7].[H-].[Na+].[C:11]1([P:17](Cl)([C:19]2[CH:24]=[CH:23][CH:22]=[CH:21][CH:20]=2)=[O:18])[CH:16]=[CH:15][CH:14]=[CH:13][CH:12]=1>C1COCC1>[Br:1][C:2]1[C:3]([CH3:8])=[N:4][O:5][C:6]=1[NH:7][P:17]([C:19]1[CH:20]=[CH:21][CH:22]=[CH:23][CH:24]=1)([C:11]1[CH:16]=[CH:15][CH:14]=[CH:13][CH:12]=1)=[O:18] |f:1.2|. Procedure details: N-(4-bromo-3-methyl-5-isoxazolyl)diphenyl phosphinic amide was prepared by the method of Example 3 with 4-bromo-3-methyl-5-amino isoxazole (0.18 g, 1.0 mmol), THF (5 ml), NaH (60% oil dispersion, 88 mg, 2.2 mmol), and diphenyl phosphinic chloride (0.23 ml, 1.2 mmol). Recrystallization three times from chloroform and hexanes provided 0.17 g (45%) of faint pink crystals, m.p. 178.5-181° C.